This data is from the Open Reaction Database (ORD), a public repository of structured organic reaction records. The task is: describe an organic reaction: reactants, conditions, products, and yield RXN SMILES: [C:1]([O:6][CH2:7][CH:8](O)[CH2:9][OH:10])(=[O:5])[C:2]([CH3:4])=[CH2:3].C(OCC(O)CC)(=O)C(C)=C.C(OCCCCO)(=O)C(C)=C.C(OCCC(O)CO)(=O)C(C)=C.C(OCCCCCO)(=O)C(C)=C.C(OCCCCCCO)(=O)C(C)=C.C(OC(C)CC(C)(O)C)(=O)C(C)=C.C(OCCCCC(O)CO)(=O)C(C)=C.C(OCCCCCCCO)(=O)C(C)=C>>[C:1]([O:6][CH2:7][CH2:8][CH2:9][OH:10])(=[O:5])[C:2]([CH3:4])=[CH2:3]. Procedure details: 2,3 dihydroxypropyl methacrylate; 2-hydroxybutyl methacrylate; 4-hydroxybutyl methacrylate; 3,4-dihydroxybutyl methacrylate; 5-hydroxypentyl methacrylate; 6-hydroxyhexyl methacrylate; 1,3-dimethyl-3-hydroxybutyl methacrylate; 5,6 dihydroxyhexyl methacrylate; and 7-hydroxyheptyl methacrylate. Yields the product C(C(=C)C)(=O)OCCCO (3-hydroxypropyl methacrylate). Reactants: C(C(=C)C)(=O)OCC(CO)O (2,3 dihydroxypropyl methacrylate), C(C(=C)C)(=O)OCCCCCO (5-hydroxypentyl methacrylate), C(C(=C)C)(=O)OCCC(CO)O (3,4-dihydroxybutyl methacrylate), C(C(=C)C)(=O)OCCCCC(CO)O (5,6 dihydroxyhexyl methacrylate), C(C(=C)C)(=O)OCCCCCCCO (7-hydroxyheptyl methacrylate), C(C(=C)C)(=O)OC(CC(C)(O)C)C (1,3-dimethyl-3-hydroxybutyl methacrylate), C(C(=C)C)(=O)OCC(CC)O (2-hydroxybutyl methacrylate), C(C(=C)C)(=O)OCCCCO (4-hydroxybutyl methacrylate), C(C(=C)C)(=O)OCCCCCCO (6-hydroxyhexyl methacrylate). Reactants: FC(OC1=CC=C(C=C1)C#CCCC(=O)O)(F)F (5-(4-trifluoromethoxy-phenyl)-pent-4-ynoic acid), Cl.CN(CCCN=C=NCC)C (N-(3-dimethylaminopropyl)-N′-ethylcarbodiimide hydrochloride), Cl.CNOC (N,O-dimethylhydroxylamine hydrochloride), CN1CCOCC1 (N-methylmorpholine). Run in C(Cl)Cl (CH2Cl2). Reaction conditions: temperature 0 celsius. Yields the product CON(C(CCC#CC1=CC=C(C=C1)OC(F)(F)F)=O)C (5-(4-Trifluoromethoxy-phenyl)-pent-4-ynoic acid methoxy-methyl-amide). As a reaction SMILES: [F:1][C:2]([F:18])([F:17])[O:3][C:4]1[CH:9]=[CH:8][C:7]([C:10]#[C:11][CH2:12][CH2:13][C:14]([OH:16])=O)=[CH:6][CH:5]=1.Cl.[CH3:20][NH:21][O:22][CH3:23].CN1CCOCC1.Cl.CN(C)CCCN=C=NCC>C(Cl)Cl>[CH3:23][O:22][N:21]([CH3:20])[C:14](=[O:16])[CH2:13][CH2:12][C:11]#[C:10][C:7]1[CH:6]=[CH:5][C:4]([O:3][C:2]([F:1])([F:18])[F:17])=[CH:9][CH:8]=1 |f:1.2,4.5|. Procedure details: To a solution of 5-(4-trifluoromethoxy-phenyl)-pent-4-ynoic acid (1.0 g, 3.87 mmol; example 10 b]) in CH2Cl2 (50 ml) was added N,O-dimethylhydroxylamine hydrochloride (0.45 g, 4.65 mmol) and N-methylmorpholine (0.55 ml, 5 mmol). The mixture was cooled to 0° C. and N-(3-dimethylaminopropyl)-N′-ethylcarbodiimide hydrochloride (0.97 g, 5 mmol) was added. The reaction solution was naturally warmed to ambient temperature, stirred over night and partitioned between aqueous 10% KHSO4/ether (three times... Starting materials: FC1=C(C=CC(=C1)OC1=CC(=NC=C1)C=1C=NN(C1)C)N (2-fluoro-4-(2-(1-methyl-1H-pyrazol-4-yl)pyridin-4-yloxy)benzenamine), C(=O)(O)[O-].[Na+] (NaHCO3), ClC(=O)OC(=C)C (isopropenyl chloroformate). The solvent is CCOC(=O)C (EtOAc). The product is FC1=C(C=CC(=C1)OC1=CC(=NC=C1)C=1C=NN(C1)C)NC(OC(=C)C)=O (prop-1-en-2-yl 2-fluoro-4-(2-(1-methyl-1H-pyrazol-4-yl)pyridin-4-yloxy)phenylcarbamate). Yield: 89.5%. Reaction SMILES: [F:1][C:2]1[CH:7]=[C:6]([O:8][C:9]2[CH:14]=[CH:13][N:12]=[C:11]([C:15]3[CH:16]=[N:17][N:18]([CH3:20])[CH:19]=3)[CH:10]=2)[CH:5]=[CH:4][C:3]=1[NH2:21].C([O-])(O)=O.[Na+].Cl[C:28]([O:30][C:31]([CH3:33])=[CH2:32])=[O:29]>CCOC(C)=O>[F:1][C:2]1[CH:7]=[C:6]([O:8][C:9]2[CH:14]=[CH:13][N:12]=[C:11]([C:15]3[CH:16]=[N:17][N:18]([CH3:20])[CH:19]=3)[CH:10]=2)[CH:5]=[CH:4][C:3]=1[NH:21][C:28](=[O:29])[O:30][C:31]([CH3:33])=[CH2:32] |f:1.2|. Reported procedure: A mixture of Example A1 (2.0 g, 7.04 mmol) and saturated aq NaHCO3 (100 mL) in EtOAc (100 mL) was cooled in an ice bath and treated with isopropenyl chloroformate (1.6 mL, 14.64 mmol). The reaction mixture was allowed to slowly warm to RT overnight. The organic layer was separated and washed with sat aq NaHCO3 (25 mL) and brine (25 mL), dried (MgSO4), concentrated in vacuo and was re-crystallized (diethylether) to provide prop-1-en-2-yl 2-fluoro-4-(2-(1-methyl-1H-pyrazol-4-yl)pyridin-4-yloxy)phe... The reactants are NC=1C=C2C(=CNC2=CC1)C1CCN(CC1)C (5-amino-3-(1-methylpiperidin-4-yl)-1H-indole), CC1=CC=C(S1)C(=O)O (5-methyl-2-thienoic acid). Yields the product CC1=CC=C(S1)C(=O)NC=1C=C2C(=CNC2=CC1)C1CCN(CC1)C (5-(5-methyl-2-thienoyl)amino-3-(1-methylpiperidin-4-yl)-1H-indole). Yield: 73.6%. As a reaction SMILES: [NH2:1][C:2]1[CH:3]=[C:4]2[C:8](=[CH:9][CH:10]=1)[NH:7][CH:6]=[C:5]2[CH:11]1[CH2:16][CH2:15][N:14]([CH3:17])[CH2:13][CH2:12]1.[CH3:18][C:19]1[S:23][C:22]([C:24](O)=[O:25])=[CH:21][CH:20]=1>>[CH3:18][C:19]1[S:23][C:22]([C:24]([NH:1][C:2]2[CH:3]=[C:4]3[C:8](=[CH:9][CH:10]=2)[NH:7][CH:6]=[C:5]3[CH:11]2[CH2:16][CH2:15][N:14]([CH3:17])[CH2:13][CH2:12]2)=[O:25])=[CH:21][CH:20]=1. Procedure: Beginning with 12.0 mg (0.05 mMol) 5-amino-3-(1-methylpiperidin-4-yl)-1H-indole and 21.0 mg (0.10 mMol) 5-methyl-2-thienoic acid, 13.0 mg (74%) of the title compound were recovered. Starting materials: C(CC)C1=C(C=CC(=C1Cl)Cl)O (2-propyl-3,4-dichlorophenol), [I-].[K+] (potassium iodide), BrCCCCCCC(=O)O (7-bromoheptanoic acid), C([O-])([O-])=O.[K+].[K+] (potassium carbonate). The solvent is C(C)C(=O)C (methyl ethyl ketone). Yields the product C(CC)C1=C(OCCCCCCC(=O)O)C=CC(=C1Cl)Cl (7-(2-Propyl-3,4-dichlorophenoxy)heptanoic acid). Reaction SMILES: [CH2:1]([C:4]1[C:9]([Cl:10])=[C:8]([Cl:11])[CH:7]=[CH:6][C:5]=1[OH:12])[CH2:2][CH3:3].Br[CH2:14][CH2:15][CH2:16][CH2:17][CH2:18][CH2:19][C:20]([OH:22])=[O:21].C(=O)([O-])[O-].[K+].[K+].[I-].[K+]>C(C(C)=O)C>[CH2:1]([C:4]1[C:9]([Cl:10])=[C:8]([Cl:11])[CH:7]=[CH:6][C:5]=1[O:12][CH2:14][CH2:15][CH2:16][CH2:17][CH2:18][CH2:19][C:20]([OH:22])=[O:21])[CH2:2][CH3:3] |f:2.3.4,5.6|. Procedure: A solution of 3.09 g. of 2-propyl-3,4-dichlorophenol, 3.1 g. of 7-bromoheptanoic acid, 3.1 g. of potassium carbonate, and 2.0 g. of potassium iodide in 50 ml. of methyl ethyl ketone was heated at reflux overnight. The reaction mixture was cooled to room temperature and evaporated in vacuo. Ethyl acetate and water were added to the residue and the layers were separated. Fresh water was added to the organic layer, the pH was adjusted to 2.0 with acid, and the layers were separated. The organic lay... The reactants are CC(=O)N1N=CC(O)C1C(O)CO, CO, [H][H]. The product is CC(=O)N1NCC(O)C1C(O)CO. RXN SMILES: [C:1]([CH3:2])(=[O:3])[N:4]1[N:5]=[CH:6][CH:7]([OH:13])[CH:8]1[CH:9]([CH2:10][OH:11])[OH:12].[CH3:16][OH:17].[H:14][H:15]>>[C:1]([CH3:2])(=[O:3])[N:4]1[NH:5][CH2:6][CH:7]([OH:13])[CH:8]1[CH:9]([CH2:10][OH:11])[OH:12]. The reactants are solution, COCCOCCOC (diglyme), C(C)(C(C)C)BC(C)C(C)C (disiamylborane), C(C)(C)(C)OC([C@H]1N(CC(C1)=C)C(=O)OC(C)(C)C)=O (1-(tert-butyloxycarbonyl)-4-C-methylene-L-proline tert-butyl ester), COCCOCCOC (2-methoxyethyl ether). Solvent: O1CCCC1 (tetrahydrofuran). Run at temperature 0 celsius, time 15 minute. The product is C(C)(C)(C)OC([C@H]1N(C[C@H](C1)CO)C(=O)OC(C)(C)C)=O ((4S)-1-(tert-Butyloxycarbonyl)-4-(Hydroxymethyl)-L-Proline tert-Butyl Ester). As a reaction SMILES: [C:1]([O:5][C:6](=[O:20])[C@@H:7]1[CH2:11][C:10](=[CH2:12])[CH2:9][N:8]1[C:13]([O:15][C:16]([CH3:19])([CH3:18])[CH3:17])=[O:14])([CH3:4])([CH3:3])[CH3:2].C(BC(C(C)C)C)(C(C)C)C.C[O:33]CCOCCOC>O1CCCC1>[C:1]([O:5][C:6](=[O:20])[C@@H:7]1[CH2:11][C@H:10]([CH2:12][OH:33])[CH2:9][N:8]1[C:13]([O:15][C:16]([CH3:19])([CH3:18])[CH3:17])=[O:14])([CH3:3])([CH3:4])[CH3:2]. Reported procedure: To an oven-dried 100-mL 2-necked round-bottomed flask was added a solution of 1-(tert-butyloxycarbonyl)-4-C-methylene-L-proline tert-butyl ester (519 mg, 1.83 mmol) in 2-methoxyethyl ether (diglyme) (5 mL) followed at 0° C. by a solution of disiamylborane (12.8 ML of a 0.5M solution in tetrahydrofuran, 6.41 mmol) in diglyme (15 mL). After stirring for 15 minutes at 0° C., the cooling bath was removed, and the mixture was allowed to warm up for 15 minutes. The reaction was then quenched by the ca... Reactants: ClC1=NC(=CC=C1)Cl (2,6-dichloropyridine), C(C)O (ethanol), S(=O)([O-])[O-].[Na+].[Na+] (sodium sulfite). Run in O (water), O (water). Conditions: temperature 170 celsius. Yields the product ClC1=NC(=CC=C1)S(=O)(=O)[O-].[Na+] (sodium 2-chloropyridine-6-sulfonate). Yield: 29.1%. As a reaction SMILES: [Cl:1][C:2]1[CH:7]=[CH:6][CH:5]=[C:4](Cl)[N:3]=1.C(O)C.[S:12]([O-:15])([O-:14])=[O:13].[Na+:16].[Na+]>O>[Cl:1][C:2]1[CH:7]=[CH:6][CH:5]=[C:4]([S:12]([O-:15])(=[O:14])=[O:13])[N:3]=1.[Na+:16] |f:2.3.4,6.7|. Reported procedure: Into a 50 ml autoclave, 2.22 g (15 mmol) of 2,6-dichloropyridine and 4.5 ml of ethanol were introduced and dissolved. To the solution, 2.27 g (18 mmol) of sodium sulfite dissolved in 18 ml of water, was added, and after sealing, the mixture was heated in an oil bath of 170° C. for 12 hours. After completion of the reaction, the mixture was cooled, and after an addition of 30 ml of water, extracted with methylene chloride (30 ml×3 times). The aqueous layer was distilled under reduced pressure, an... The reactants are CN1N=C(C=C1)N (1-methyl-1H-pyrazol-3-ylamine), CC(CCC(C)=O)=O (hexane-2,5-dione), C1(=CC=C(C=C1)S(=O)(=O)O)C (para-toluenesulfonic acid). The solvent is C1=CC=CC=C1 (benzene). Run at temperature 115 celsius. Yields the product ethyl acetate hexanes, CC=1N(C(=CC1)C)C1=NN(C=C1)C (3-(2,5-dimethyl-pyrrol-1-yl)-1-methyl-1H-pyrazole). Isolated yield 94.3%. RXN SMILES: [CH3:1][N:2]1[CH:6]=[CH:5][C:4]([NH2:7])=[N:3]1.[CH3:8][C:9](=O)[CH2:10][CH2:11][C:12](=O)[CH3:13].C1(C)C=CC(S(O)(=O)=O)=CC=1>C1C=CC=CC=1>[CH3:13][C:12]1[N:7]([C:4]2[CH:5]=[CH:6][N:2]([CH3:1])[N:3]=2)[C:9]([CH3:8])=[CH:10][CH:11]=1. Procedure: A solution of 1-methyl-1H-pyrazol-3-ylamine (0.92 g, 9.5 mmol) in benzene (4.8 mL) was treated with hexane-2,5-dione (1.34 mL, 11.4 mmol) and para-toluenesulfonic acid (182 mg, 0.95 mmol) and was heated to 115° C. under Dean-Stark conditions for 4 h. After this time, the reaction was cooled to 25° C., concentrated in vacuo and dried under high vacuum overnight. The resulting residue was dissolved in methylene chloride (100 mL) and was washed with water (1×150 mL), dried over sodium sulfate, filt... Starting materials: C(C1=CC=CC=C1)C(CO)(CO)CC1=CC=CC=C1 (2,2-dibenzyl-1,3-propandiol), CI (methyl iodide). Product: C(C1=CC=CC=C1)C(CO)(COC)CC1=CC=CC=C1 (2,2-Dibenzyl-3-methoxy-1-propanol). Reaction SMILES: [CH2:1]([C:8]([CH2:13][C:14]1[CH:19]=[CH:18][CH:17]=[CH:16][CH:15]=1)([CH2:11][OH:12])[CH2:9][OH:10])[C:2]1[CH:7]=[CH:6][CH:5]=[CH:4][CH:3]=1.[CH3:20]I>>[CH2:13]([C:8]([CH2:1][C:2]1[CH:3]=[CH:4][CH:5]=[CH:6][CH:7]=1)([CH2:11][O:12][CH3:20])[CH2:9][OH:10])[C:14]1[CH:19]=[CH:18][CH:17]=[CH:16][CH:15]=1. Reported procedure: 2,2-Dibenzyl-3-methoxy-1-propanol was prepared from 2,2-dibenzyl-1,3-propandiol and methyl iodide through the same procedure as described above.